Dataset: the Open Reaction Database (ORD), a public repository of structured organic reaction records. Task: describe an organic reaction: reactants, conditions, products, and yield Reactants: NC1=CC=C(C=C1)C1=C(NC2=NC=CC=C21)C(=O)N (3-(4-aminophenyl)-1H-pyrrolo[2,3-b]pyridine-2-carboxamide), COC1=C(C=C(C=C1)C)N=C=O (2-methoxy-5-methylphenyl isocyanate). Product: solid, COC1=C(C=C(C=C1)C)NC(NC1=CC=C(C=C1)C1=C(NC2=NC=CC=C21)C(=O)N)=O (3-{4-[3-(2-methoxy-5-methylphenyl)ureido]-phenyl}-1H-pyrrolo[2,3-b]pyridine-2-carboxamide). As a reaction SMILES: [NH2:1][C:2]1[CH:7]=[CH:6][C:5]([C:8]2[C:16]3[C:11](=[N:12][CH:13]=[CH:14][CH:15]=3)[NH:10][C:9]=2[C:17]([NH2:19])=[O:18])=[CH:4][CH:3]=1.[CH3:20][O:21][C:22]1[CH:27]=[CH:26][C:25]([CH3:28])=[CH:24][C:23]=1[N:29]=[C:30]=[O:31]>>[CH3:20][O:21][C:22]1[CH:27]=[CH:26][C:25]([CH3:28])=[CH:24][C:23]=1[NH:29][C:30](=[O:31])[NH:1][C:2]1[CH:3]=[CH:4][C:5]([C:8]2[C:16]3[C:11](=[N:12][CH:13]=[CH:14][CH:15]=3)[NH:10][C:9]=2[C:17]([NH2:19])=[O:18])=[CH:6][CH:7]=1. Procedure: 44.9 mg of solid beige-coloured 3-{4-[3-(2-methoxy-5-methylphenyl)ureido]-phenyl}-1H-pyrrolo[2,3-b]pyridine-2-carboxamide are prepared as described in Example 7 starting with 3-(4-aminophenyl)-1H-pyrrolo[2,3-b]pyridine-2-carboxamide and 2-methoxy-5-methylphenyl isocyanate. Starting materials: CCOC(=O)CCc1ccc(C(C)(C)C)cc1, [Li+], C1CCOC1, [OH-]. Product: CC(C)(C)c1ccc(CCC(=O)O)cc1. As a reaction SMILES: [C:1]([CH3:2])([CH3:3])([CH3:4])[c:5]1[cH:6][cH:7][c:8]([CH2:11][CH2:12][C:13](=[O:14])[O:15][CH2:16][CH3:17])[cH:9][cH:10]1.[Li+:18].[O:20]1[CH2:21][CH2:22][CH2:23][CH2:24]1.[OH-:19]>>[C:1]([CH3:2])([CH3:3])([CH3:4])[c:5]1[cH:6][cH:7][c:8]([CH2:11][CH2:12][C:13](=[O:14])[OH:15])[cH:9][cH:10]1.